This data is from the Open Reaction Database (ORD), a public repository of structured organic reaction records. The task is: describe an organic reaction: reactants, conditions, products, and yield Reactants: [C-]#N, C1CCOC1, COC(=O)CCC(OC)c1ccccc1C, CO, [K+], NO, O. The product is COC(CCC(=O)NO)c1ccccc1C. RXN SMILES: [C-:24]#[N:25].[CH2:17]1[O:18][CH2:19][CH2:20][CH2:21]1.[CH3:1][O:2][C:3]([CH2:4][CH2:5][CH:6]([c:7]1[c:8]([CH3:13])[cH:9][cH:10][cH:11][cH:12]1)[O:14][CH3:15])=[O:16].[CH3:28][OH:29].[K+:26].[NH2:22][OH:23].[OH2:27]>>[O:2]=[C:3]([CH2:4][CH2:5][CH:6]([c:7]1[c:8]([CH3:13])[cH:9][cH:10][cH:11][cH:12]1)[O:14][CH3:15])[NH:22][OH:23]. RXN SMILES: [Br-:10].[CH2:1]([CH3:2])[O:3][C:4]([CH2:5][C:6](=[O:7])[OH:8])=[O:9].[CH3:11][Mg+:12].[CH3:13][S:14][c:15]1[n:16][cH:17][c:18]([C:22]([Cl:23])=[O:24])[c:19]([Cl:21])[n:20]1.[ClH:25].[O:26]1[CH2:27][CH2:28][CH2:29][CH2:30]1.[OH2:31]>>[CH2:1]([CH3:2])[O:3][C:4]([CH2:5][C:6](=[O:8])[c:18]1[cH:17][n:16][c:15]([S:14][CH3:13])[n:20][c:19]1[Cl:21])=[O:9]. The product is CCOC(=O)CC(=O)c1cnc(SC)nc1Cl. Starting materials: [Br-], CCOC(=O)CC(=O)O, C[Mg+], CSc1ncc(C(=O)Cl)c(Cl)n1, Cl, C1CCOC1, O. Reactants: O=C(NCCCC=1C=CC=CC1Br)C(F)(F)F. The reagents and catalysts are O1B(OC(C)(C)C1(C)C)B2OC(C)(C)C(O2)(C)C, O=S(=O)([O-])CC=1C=NC(=CC1)C2=NC=C(C=C2)C.CCCC[N+](CCCC)(CCCC)CCCC, C[OH2+].C[OH2+].C1CC=CCCC=C1.C1CC=CCCC=C1.[Ir].[Ir]. The solvent is O1CCCC1. Run at temperature 35 celsius, time 20 hour. Product: O=C(NCCCC1=CC(=CC=C1Br)B2OC(C)(C)C(O2)(C)C)C(F)(F)F, O=C(NCCCC1=CC=C(C=C1Br)B2OC(C)(C)C(O2)(C)C)C(F)(F)F. Isolated yield 10.0%. Procedure details: Following general procedure F using N‐(3‐(2‐bromophenyl)propyl)‐2,2,2‐trifluoroacetamide (77.5 mg, 0.25 mmol), B2pin2 (127 mg, 0.50 mmol), [Ir(COD)OMe]2 (2.5 mg, 0.00375 mmol) and 1a (3.8 mg, 0.0075 mmol) in THF (1.25 mL). The reaction was stirred at 35 °C for 20 hours before cooling and the solvents removed. Analysis of crude 1 H NMR using internal standard 1,2‐dimethoxyethane showed 9.1:1 meta:para borylation in 98% yield. The crude product was purified by silica gel chromatography (Pet. Ether...